From a dataset of the Open Reaction Database (ORD), a public repository of structured organic reaction records. describe an organic reaction: reactants, conditions, products, and yield Reactants: COC(=O)N1[C@H](C[C@H](CC1)C(=O)O)CC1=CC=C(C=C1)C(F)(F)F (cis-1-(methoxycarbonyl)-2-(4-(trifluoromethyl)benzyl)piperidine-4-carboxylic acid), COC(=O)N1[C@H](C[C@H](CC1)C(=O)O)CC1=CC=C(C=C1)C(F)(F)F (cis-1-(methoxycarbonyl)-2-(4-(trifluoromethyl)benzyl)piperidine-4-carboxylic acid), [Cl-].[Mg+2].[Cl-] (Magnesium chloride), [Cl-].[Mg+2].[Cl-] (magnesium chloride), C(C)OC(CC(=O)[O-])=O.[K+] (potassium 3-ethoxy-3-oxopropanoate), C(C)OC(CC(=O)[O-])=O.[K+] (potassium 3-ethoxy-3-oxopropanoate). The solvent is CN1C(CNC2=C1C(=O)N=C(N2)N)CNC3=CC=C(C=C3)C(=O)NC(CCC(=O)O)C(=O)O (methyl THF), CN1C(CNC2=C1C(=O)N=C(N2)N)CNC3=CC=C(C=C3)C(=O)NC(CCC(=O)O)C(=O)O (methyl THF), CN1C(CNC2=C1C(=O)N=C(N2)N)CNC3=CC=C(C=C3)C(=O)NC(CCC(=O)O)C(=O)O (methyl THF). Conditions: temperature 50 celsius, time 4 hour. The product is C(C)OC(CC(=O)[C@@H]1C[C@@H](N(CC1)C(=O)OC)CC1=CC=C(C=C1)C(F)(F)F)=O (cis-methyl 4-(3-ethoxy-3-oxopropanoyl)-2-(4-(trifluoromethyl)benzyl)piperidine-1-carboxylate). Yield: 87.8%. RXN SMILES: [Cl-].[Mg+2].[Cl-].[CH2:4]([O:6][C:7](=[O:12])[CH2:8][C:9]([O-:11])=O)[CH3:5].[K+].[CH3:14][O:15][C:16]([N:18]1[CH2:23][CH2:22][C@H:21](C(O)=O)[CH2:20][C@@H:19]1[CH2:27][C:28]1[CH:33]=[CH:32][C:31]([C:34]([F:37])([F:36])[F:35])=[CH:30][CH:29]=1)=[O:17]>CN1C2C(N=C(N)NC=2NCC1CNC1C=CC(C(NC(C(O)=O)CCC(O)=O)=O)=CC=1)=O>[CH2:4]([O:6][C:7](=[O:12])[CH2:8][C:9]([C@H:21]1[CH2:22][CH2:23][N:18]([C:16]([O:15][CH3:14])=[O:17])[C@@H:19]([CH2:27][C:28]2[CH:29]=[CH:30][C:31]([C:34]([F:37])([F:36])[F:35])=[CH:32][CH:33]=2)[CH2:20]1)=[O:11])[CH3:5] |f:0.1.2,3.4|. Procedure: Magnesium chloride (7.39 g, 77.58 mmol) and potassium 3-ethoxy-3-oxopropanoate (13.20 g, 77.58 mmol) were suspended in methyl THF (100 mL) under nitrogen and the resulting suspension heated to 50° C. while stirring with an oversized stirring bar for 4 h, then cooled to room temperature (flask 1). In a separate flask was added to cis-1-(methoxycarbonyl)-2-(4-(trifluoromethyl)benzyl)piperidine-4-carboxylic acid (14.1 g, 40.83 mmol) (reference compound 46) in methyl THF (100 mL) di(1H-imidazol-1-yl... Reactants: C(C)(C)(C)OC(CCC1=CC2=C(C3=CC=CC=C3N=C2C=C1)N)=O (3-(9-amino-acridin-2-yl)-propionic acid tert-butyl ester), FC(C(=O)O)(F)F (trifluoroacetic acid). Solvent: C(C)OCC (diethyl ether), ClCCl (dichloromethane). Reaction conditions: time 8 hour. The product is NC=1C2=CC=CC=C2N=C2C=CC(=CC12)CCC(=O)O (3-(9-amino-acridin-2-yl)-propionic acid), C(=O)(C(F)(F)F)O (TFA). The yield is 76.0%. Reaction SMILES: C([O:5][C:6](=[O:24])[CH2:7][CH2:8][C:9]1[CH:22]=[CH:21][C:20]2[C:11](=[C:12]([NH2:23])[C:13]3[C:18]([N:19]=2)=[CH:17][CH:16]=[CH:15][CH:14]=3)[CH:10]=1)(C)(C)C.[F:25][C:26]([F:31])([F:30])[C:27]([OH:29])=[O:28]>ClCCl.C(OCC)C>[NH2:23][C:12]1[C:13]2[C:18]([N:19]=[C:20]3[C:11]=1[CH:10]=[C:9]([CH2:8][CH2:7][C:6]([OH:24])=[O:5])[CH:22]=[CH:21]3)=[CH:17][CH:16]=[CH:15][CH:14]=2.[C:27]([OH:29])([C:26]([F:31])([F:30])[F:25])=[O:28]. Procedure: 3-(9-Amino-acridin-2-yl)-propionic acid tert-butyl ester 7 (55 mg, 0.17 mmol) was dissolved in anhydrous dichloromethane (2 mL) and trifluoroacetic acid (2 mL) was carefully added. The mixture was stirred at room temperature overnight before evaporation of the solvent. Co-evaporation with diethyl ether (3 times) afforded a yellow solid, which was slurried in diethyl ether, filtered and washed with diethyl ether. Pure 3-(9-amino-acridin-2-yl)-propionic acid (Target 1) was isolated as a yellow TFA... The reactants are COc1cc(Br)cc(C#N)c1, CO, Cl, [Na+], [OH-]. The product is COc1cc(Br)cc(C(=O)O)c1. As a reaction SMILES: [Br:1][c:2]1[cH:3][c:4]([C:5]#[N:6])[cH:7][c:8]([O:10][CH3:11])[cH:9]1.[CH3:14][OH:15].[ClH:16].[Na+:13].[OH-:12]>>[Br:1][c:2]1[cH:3][c:4]([C:5](=[O:12])[OH:15])[cH:7][c:8]([O:10][CH3:11])[cH:9]1.